The task is: describe an organic reaction: reactants, conditions, products, and yield. This data is from the Open Reaction Database (ORD), a public repository of structured organic reaction records. Reactants: [Br-], Cc1c2c(c3cc(C(=O)O)oc3c1C)CC(Br)(C(C)C)C2=O, CN(C)C=O, [Li+], O. The product is CC(C)=C1Cc2c(c(C)c(C)c3oc(C(=O)O)cc23)C1=O. Reaction SMILES: [Br-:24].[CH3:1][c:2]1[c:3]([CH3:22])[c:4]2[c:8]([c:9]3[c:10]1[o:11][c:12]([C:14](=[O:15])[OH:16])[cH:13]3)[CH2:7][C:6]([CH:17]([CH3:18])[CH3:19])([Br:20])[C:5]2=[O:21].[CH3:26][N:27]([CH3:28])[CH:29]=[O:30].[Li+:23].[OH2:25]>>[CH3:1][c:2]1[c:3]([CH3:22])[c:4]2[c:8]([c:9]3[c:10]1[o:11][c:12]([C:14](=[O:15])[OH:16])[cH:13]3)[CH2:7][C:6](=[C:17]([CH3:18])[CH3:19])[C:5]2=[O:21]. Reactants: BrC=1C=CC2=C(C(=NCC(=N2)NN)C2=CC=CC=C2)C1 (7-bromo-2-hydrazino-5-phenyl-3H-[1,4]benzodiazepine), O (water), C([O-])(O)=O.[Na+] (sodium bicarbonate), C(CCCC)(=O)Cl (valeryl chloride). Run in O1CCCC1 (tetrahydrofuran). Run at temperature 125 celsius, time 2.5 hour. Product: BrC=1C=CC2=C(C(=NCC=3N2C(=NN3)CCCC)C3=CC=CC=C3)C1 (8-Bromo-1-butyl-6-phenyl-4H-[1,2,4]triazolo[4,3-a][1,4]benzodiazepine). As a reaction SMILES: [Br:1][C:2]1[CH:3]=[CH:4][C:5]2[N:11]=[C:10]([NH:12][NH2:13])[CH2:9][N:8]=[C:7]([C:14]3[CH:19]=[CH:18][CH:17]=[CH:16][CH:15]=3)[C:6]=2[CH:20]=1.[C:21](Cl)(=O)[CH2:22][CH2:23][CH2:24][CH3:25].O.C(=O)(O)[O-].[Na+]>O1CCCC1>[Br:1][C:2]1[CH:3]=[CH:4][C:5]2[N:11]3[C:21]([CH2:22][CH2:23][CH2:24][CH3:25])=[N:13][N:12]=[C:10]3[CH2:9][N:8]=[C:7]([C:14]3[CH:19]=[CH:18][CH:17]=[CH:16][CH:15]=3)[C:6]=2[CH:20]=1 |f:3.4|. Procedure: To a solution of 2 g of 7-bromo-2-hydrazino-5-phenyl-3H-[1,4]benzodiazepine in 60 ml of tetrahydrofuran cooled in an ice bath under a nitrogen atmosphere is added 0.87 ml of valeryl chloride dropwise over 3 min. After stirring for 2.5 hrs, the reaction mixture is then poured into 100 ml of water and aqueous sodium bicarbonate. A solid precipitate is then collected on a filter, washed with water and dried. The resulting residue is then dissolved in 25 ml of acetic acid, heated under a nitrogen at... The reactants are ClC1=C(C=CC=C1Cl)N1CCN(CCC1)CCCCOC1=CC=C2C=CC(NC2=C1)=O (7-(4-(4-(2,3-dichlorophenyl)-1,4-diazepan-1-yl)butoxy)quinolin-2(1H)-one), [Na+].[I-] (NaI), Cl.COC1=C(C=CC=C1)N1CCNCC1 (1-(2-methoxyphenyl)piperazine hydrochloride salt), C(=O)([O-])[O-].[K+].[K+] (K2CO3). Run in CC#N (CH3CN). Conditions: time 4 hour. The product is COC1=C(C=CC=C1)N1CCN(CC1)CCCCCOC1=CC=C2CCC(NC2=C1)=O (7-(5-(4-(2-methoxyphenyl)piperazin-1-yl)pentyloxy)-3,4-dihydroquinolin-2(1H)-one). Isolated yield 77.8%. As a reaction SMILES: ClC1C(Cl)=CC=CC=1N1CCCN([CH2:16][CH2:17][CH2:18][CH2:19][O:20][C:21]2[CH:30]=[C:29]3[C:24]([CH:25]=[CH:26][C:27](=[O:31])[NH:28]3)=[CH:23][CH:22]=2)CC1.[Na+].[I-].Cl.[CH3:35][O:36][C:37]1[CH:42]=[CH:41][CH:40]=[CH:39][C:38]=1[N:43]1[CH2:48][CH2:47][NH:46][CH2:45][CH2:44]1.[C:49]([O-])([O-])=O.[K+].[K+]>CC#N>[CH3:35][O:36][C:37]1[CH:42]=[CH:41][CH:40]=[CH:39][C:38]=1[N:43]1[CH2:48][CH2:47][N:46]([CH2:49][CH2:16][CH2:17][CH2:18][CH2:19][O:20][C:21]2[CH:30]=[C:29]3[C:24]([CH2:25][CH2:26][C:27](=[O:31])[NH:28]3)=[CH:23][CH:22]=2)[CH2:45][CH2:44]1 |f:1.2,3.4,5.6.7|. Procedure details: A mixture of intermediate 4 (110 mg, 0.34 mmol) and NaI (102 mg, 1.36 mmol) in CH3CN was heated to reflux for 30 min and then cooled to rt. Intermediate 55 (117 mg, 0.51 mmol) and anhydrous K2CO3 (188 mg, 1.36 mmol) were added to the mixture. The resulting mixture was heated to reflux and stirred for 4 h. Precipitated crystals were filtered off and the filtrate was evaporated under reduced pressure. The residue was extracted with EtOAc. The combined EtOAc layers were washed with brine, dried ove...